From a dataset of the Open Reaction Database (ORD), a public repository of structured organic reaction records. describe an organic reaction: reactants, conditions, products, and yield Reactants: C1(CC1)CCOCC1=CC=CC(=N1)N (6-(2-cyclopropyl-ethoxymethyl)-pyridin-2-ylamine), ClC=1C=C(C=CC1)S(=O)(=O)Cl (3-chloro-benzenesulfonyl chloride). Yields the product ClC=1C=C(C=CC1)S(=O)(=O)NC1=NC(=CC=C1)COCCC1CC1 (3-Chloro-N-[6-(2-cyclopropyl-ethoxymethyl)-pyridin-2-yl]-benzenesulfonamide). As a reaction SMILES: [CH:1]1([CH2:4][CH2:5][O:6][CH2:7][C:8]2[N:13]=[C:12]([NH2:14])[CH:11]=[CH:10][CH:9]=2)[CH2:3][CH2:2]1.[Cl:15][C:16]1[CH:17]=[C:18]([S:22](Cl)(=[O:24])=[O:23])[CH:19]=[CH:20][CH:21]=1>>[Cl:15][C:16]1[CH:17]=[C:18]([S:22]([NH:14][C:12]2[CH:11]=[CH:10][CH:9]=[C:8]([CH2:7][O:6][CH2:5][CH2:4][CH:1]3[CH2:3][CH2:2]3)[N:13]=2)(=[O:24])=[O:23])[CH:19]=[CH:20][CH:21]=1. Procedure details: This material was prepared in analogy to example 1 from 6-(2-cyclopropyl-ethoxymethyl)-pyridin-2-ylamine (0.08 g) and 3-chloro-benzenesulfonyl chloride (0.095 g) as a light yellow gum (0.096 g). MS (ESI−): 365.0 ([M−H]−). The reactants are [Al+3], CCOCC, [H-], [H-], [H-], [H-], [Li+], N#CCC1(c2ccccc2)CC1COCc1ccccc1. Yields the product NCCC1(c2ccccc2)CC1COCc1ccccc1. As a reaction SMILES: [Al+3:2].[CH3:28][CH2:29][O:30][CH2:31][CH3:32].[H-:1].[H-:4].[H-:5].[H-:6].[Li+:3].[c:7]1([C:13]2([CH2:25][C:26]#[N:27])[CH:14]([CH2:16][O:17][CH2:18][c:19]3[cH:20][cH:21][cH:22][cH:23][cH:24]3)[CH2:15]2)[cH:8][cH:9][cH:10][cH:11][cH:12]1>>[c:7]1([C:13]2([CH2:25][CH2:26][NH2:27])[CH:14]([CH2:16][O:17][CH2:18][c:19]3[cH:20][cH:21][cH:22][cH:23][cH:24]3)[CH2:15]2)[cH:8][cH:9][cH:10][cH:11][cH:12]1. Reactants: C(C)(C)(C)OC(=O)N1CC(NC2=CC=CC(=C12)F)=O (4-(tert-Butyloxycarbonyl)-5-fluoro-1,2,3,4-tetrahydroquinoxalin-2-one), ( g ). Solvent: CO (methanol). Yields the product FC1=C2NCC(NC2=CC=C1)=O (5-Fluoro- 1,2,3,4-tetrahydroquinoxalin-2-one). Reaction SMILES: C(OC([N:8]1[C:17]2[C:12](=[CH:13][CH:14]=[CH:15][C:16]=2[F:18])[NH:11][C:10](=[O:19])[CH2:9]1)=O)(C)(C)C>CO>[F:18][C:16]1[CH:15]=[CH:14][CH:13]=[C:12]2[C:17]=1[NH:8][CH2:9][C:10](=[O:19])[NH:11]2. Procedure: A solution of 4-(ten-butyloxy)carbonyl-5-fluoro- 1,2,3,4-tetrahydroquinoxalin-2-one (XXII, EXAMPLE 23, 6.13 g) in 75 ml of methanol saturated with HCI(g) is stirred at 20°-25° for 7.5 hr. The solvent is then removed under reduced pressure and aqueous sodium bicarbonate is added to the residue. The solid is collected and washed with a small amount of water and then dichloromethane and dried to give the title compound, mp 246°-248° NMR (CDCl3) 4.04, 4.10, 6.54, 6.63-6.74 and 8.54 δ. The reactants are CN1CCC2(CC(CO2)=O)CC1 (8-Methyl-1-oxa-8-azaspiro[4.5]decan-3-one), C(\C=C/C(=O)O)(=O)O.C(C)(=O)OCC (maleic acid ethyl acetate). Solvent: C(C)(=O)OCC (ethyl acetate). Product: C(\C=C/C(=O)O)(=O)O.CN1CCC2(CC(CO2)=O)CC1 (8-Methyl-1-oxa-8-azaspiro[4.5]decan-3-one maleate). RXN SMILES: [CH3:1][N:2]1[CH2:12][CH2:11][C:5]2([O:9][CH2:8][C:7](=[O:10])[CH2:6]2)[CH2:4][CH2:3]1.[C:13]([OH:20])(=[O:19])/[CH:14]=[CH:15]\[C:16]([OH:18])=[O:17].C(OCC)(=O)C>C(OCC)(=O)C>[C:13]([OH:20])(=[O:19])/[CH:14]=[CH:15]\[C:16]([OH:18])=[O:17].[CH3:1][N:2]1[CH2:12][CH2:11][C:5]2([O:9][CH2:8][C:7](=[O:10])[CH2:6]2)[CH2:4][CH2:3]1 |f:1.2,4.5|. Reported procedure: The yellow oil obtained in Example 2 was taken up in ethyl acetate, the solution cooled in an ice bath and maleic acid/ethyl acetate was added. The title compound was obtained as an off-white powder, mp 127°-128.5°.